describe an organic reaction: reactants, conditions, products, and yield From a dataset of the Open Reaction Database (ORD), a public repository of structured organic reaction records. The reactants are COc1ccc2c(c1)CC(C)C1C3=CCC(O)C3(C)CCC21, CCO, ClCCl. Product: COc1ccc2c(c1)CC(C)C1C2CCC2(C)C(O)CCC12. As a reaction SMILES: [CH3:1][O:2][c:3]1[cH:4][c:5]2[c:18]([cH:19][cH:20]1)[CH:17]1[CH:8]([CH:7]([CH3:22])[CH2:6]2)[C:9]2=[CH:10][CH2:11][CH:12]([OH:21])[C:13]2([CH3:14])[CH2:15][CH2:16]1.[CH3:23][CH2:24][OH:25].[Cl:26][CH2:27][Cl:28]>>[CH3:1][O:2][c:3]1[cH:4][c:5]2[c:18]([cH:19][cH:20]1)[CH:17]1[CH:8]([CH:7]([CH3:22])[CH2:6]2)[CH:9]2[CH2:10][CH2:11][CH:12]([OH:21])[C:13]2([CH3:14])[CH2:15][CH2:16]1. Reactants: C(C)OC(/C(=C(/C)\C=1C=C(C=C2C(CCN(C12)CC)(C)C)C(C)C)/F)=O ((E)-3-(1-Ethyl-6-isopropyl-4,4-dimethyl-1,2,3,4-tetrahydro-quinolin-8-yl)-2-fluro -but-2-enoic acid ethyl ester), C(C)OC(/C(=C(/C)\C=1C=C(C=C2C(CCN(C12)CC)(C)C)C(C)C)/F)=O ((E)-3-(1-Ethyl-6-isopropyl-4,4-dimethyl-1,2,3,4-tetrahydro-quinolin-8-yl)-2-fluro -but-2-enoic acid ethyl ester), solution, [H-].C(C(C)C)[Al+]CC(C)C (diisobutylaluminum hydride). The solvent is C1CCOC1 (THF), hexanes. Conditions: temperature 0 celsius, time 1 hour. The product is C(C)OC(/C(=C(/C)\C=1C=C(C=C2C(CCN(C12)CCC)(C)C)C(C)C)/F)=O ((E)-2-Fluoro-3-(6-isopropyl-4,4-dimethyl-1-n-propyl-1,2,3,4-tetrahydro-quinolin-8-yl)-but-2-enoic acid ethyl ester). As a reaction SMILES: [CH2:1]([O:3][C:4](=[O:26])/[C:5](/[F:25])=[C:6](\[C:8]1[CH:9]=[C:10]([CH:22]([CH3:24])[CH3:23])[CH:11]=[C:12]2[C:17]=1[N:16]([CH2:18][CH3:19])[CH2:15][CH2:14][C:13]2([CH3:21])[CH3:20])/[CH3:7])[CH3:2].[H-].[CH2:28]([Al+]CC(C)C)C(C)C>C1COCC1>[CH2:1]([O:3][C:4](=[O:26])/[C:5](/[F:25])=[C:6](\[C:8]1[CH:9]=[C:10]([CH:22]([CH3:24])[CH3:23])[CH:11]=[C:12]2[C:17]=1[N:16]([CH2:18][CH2:19][CH3:28])[CH2:15][CH2:14][C:13]2([CH3:21])[CH3:20])/[CH3:7])[CH3:2] |f:1.2|. Reported procedure: To a solution of (E)-3-(1-ethyl-6-isopropyl-4,4-dimethyl-1,2,3,4-tetrahydro-quinolin-8-yl)-2-fluoro-but-2-enoic acid ethyl ester (Intermediate 15, 199 mg, 0.55 mmol) in 10 ml of anhydrous THF under argon at 0° C. was added a 1.0 M solution of diisobutylaluminum hydride (2.20 ml, 2.20 mmol) in hexanes. The resulting mixture was stirred at 0° C. to 25° C. for 1 h. The reaction was cooled to 0 ° C. and quenched slowly with saturated NH4Cl (0.5 ml), Celite (200 mg), and diluted with diethyl ether (1...